From a dataset of the Open Reaction Database (ORD), a public repository of structured organic reaction records. describe an organic reaction: reactants, conditions, products, and yield The reactants are O1CCOCC1 (dioxane), FC1=NC=C(C=C1C1=CC=C(C=C1)N1C(OC([C@@H]1C1=CC=CC=C1)(C)C)=O)C1=NC=CC=N1 ((S)-3-(4-(2-fluoro-5-(pyrimidin-2-yl)pyridin-3-yl)phenyl)-5,5-dimethyl-4-phenyloxazolidin-2-one), N1=CC(=CC=C1)B(O)O (3-pyridylboronic acid), C([O-])([O-])=O.[Na+].[Na+] (sodium carbonate). The reagents and catalysts are [Pd].C1(=CC=CC=C1)P(C1=CC=CC=C1)C1=CC=CC=C1.C1(=CC=CC=C1)P(C1=CC=CC=C1)C1=CC=CC=C1.C1(=CC=CC=C1)P(C1=CC=CC=C1)C1=CC=CC=C1.C1(=CC=CC=C1)P(C1=CC=CC=C1)C1=CC=CC=C1 (Tetrakis(triphenylphosphine)-palladium(0)). The solvent is O (water). Conditions: temperature 100 celsius, time 1 hour. Product: FC1=C(C=C(C=N1)C=1C=NC=CC1)C1=CC=C(C=C1)N1C(OC([C@@H]1C1=CC=CC=C1)(C)C)=O ((S)-3-(4-(6-fluoro-[3,3′-bipyridin]-5-yl)phenyl)-5,5-dimethyl-4-phenyloxazolidin-2-one). Isolated yield 83.0%. As a reaction SMILES: [F:1][C:2]1[C:7]([C:8]2[CH:13]=[CH:12][C:11]([N:14]3[C@@H:18]([C:19]4[CH:24]=[CH:23][CH:22]=[CH:21][CH:20]=4)[C:17]([CH3:26])([CH3:25])[O:16][C:15]3=[O:27])=[CH:10][CH:9]=2)=[CH:6][C:5](C2N=CC=CN=2)=[CH:4][N:3]=1.[N:34]1[CH:39]=[CH:38][CH:37]=[C:36](B(O)O)[CH:35]=1.C(=O)([O-])[O-].[Na+].[Na+].O1CCOCC1>[Pd].C1(P(C2C=CC=CC=2)C2C=CC=CC=2)C=CC=CC=1.C1(P(C2C=CC=CC=2)C2C=CC=CC=2)C=CC=CC=1.C1(P(C2C=CC=CC=2)C2C=CC=CC=2)C=CC=CC=1.C1(P(C2C=CC=CC=2)C2C=CC=CC=2)C=CC=CC=1.O>[F:1][C:2]1[N:3]=[CH:4][C:5]([C:36]2[CH:35]=[N:34][CH:39]=[CH:38][CH:37]=2)=[CH:6][C:7]=1[C:8]1[CH:9]=[CH:10][C:11]([N:14]2[C@@H:18]([C:19]3[CH:24]=[CH:23][CH:22]=[CH:21][CH:20]=3)[C:17]([CH3:25])([CH3:26])[O:16][C:15]2=[O:27])=[CH:12][CH:13]=1 |f:2.3.4,6.7.8.9.10|. Procedure: A microwave vial was charged with (S)-3-(4-(5-bromo-2-fluoropyridin-3-yl)phenyl)-5,5-dimethyl-4-phenyloxazolidin-2-one (Example 3)(0.040 g, 0.091 mmol), 3-pyridylboronic acid (commercially available from Sigma-Aldrich, Milwaukee, Wis., 0.022 g, 0.181 mmol), sodium carbonate (0.029 g, 0.272 mmol), dioxane (2.0 mL), and water (0.40 mL). Tetrakis(triphenylphosphine)-palladium(0) (10.47 mg, 9.06 mol) was added, the system was purged with argon, and the tube was sealed. The mixture was then stirred a... Starting materials: Cl.O=C1N(C=CC(=C1)CN1C=NC=C1CC1=CC=C(C#N)C=C1)C1=CC=CC=C1 (4-[3-(2-oxo-1-phenyl-1,2-dihydropyridin-4-ylmethyl)-3H-imidazol-4-ylmethyl]benzonitrile, hydrochloride), ClC1=NC=CC(=N1)Cl (2,4-dichloropyrimidine), IC1=CC=CC=C1 (iodobenzene). Product: ClC1=CC=NC(=N1)N1C(C=C(C=C1)CN1C=NC=C1CC1=CC=C(C#N)C=C1)=O (4-{3-[1-(6-Chloro-pyrimidin-2-yl)-2-oxo-1,2-dihydro-pyridin-4-ylmethyl]-3H-imidazol-4ylmethyl}-benzonitrile). As a reaction SMILES: Cl.[O:2]=[C:3]1[CH:8]=[C:7]([CH2:9][N:10]2[C:14]([CH2:15][C:16]3[CH:23]=[CH:22][C:19]([C:20]#[N:21])=[CH:18][CH:17]=3)=[CH:13][N:12]=[CH:11]2)[CH:6]=[CH:5][N:4]1[C:24]1C=CC=CC=1.ClC1[N:36]=[C:35]([Cl:37])[CH:34]=[CH:33][N:32]=1.IC1C=CC=CC=1>>[Cl:37][C:35]1[N:36]=[C:24]([N:4]2[CH:5]=[CH:6][C:7]([CH2:9][N:10]3[C:14]([CH2:15][C:16]4[CH:23]=[CH:22][C:19]([C:20]#[N:21])=[CH:18][CH:17]=4)=[CH:13][N:12]=[CH:11]3)=[CH:8][C:3]2=[O:2])[N:32]=[CH:33][CH:34]=1 |f:0.1|. Procedure: 4-{3-[1-(6-Chloro-pyrimidin-2-yl)-2-oxo-1,2-dihydro-pyridin-4-ylmethyl]-3H-imidazol-4ylmethyl}-benzonitrile was prepared in a manner substantially similar to the procedure described above for 4-[3-(2-oxo-1-phenyl-1,2-dihydropyridin-4-ylmethyl)-3H-imidazol-4-ylmethyl]benzonitrile, hydrochloride, but substituting 2,4-dichloropyrimidine for the iodobenzene in Step 3. Reactants: C1(CCCCC1)C1=CC=C(OC[C@@H]2CN=C(O2)N)C=C1 ((S)-5-(4-cyclohexyl-phenoxymethyl)-4,5-dihydro-oxazol-2-ylamine), C(C)OC(C#CC(C)(C)F)=O (4-fluoro-4-methyl-pent-2-ynoic acid ethyl ester). Run in C(Cl)(Cl)Cl (CHCl3). The product is C1(CCCCC1)C1=CC=C(OC[C@@H]2CN3C(=NC(C=C3C(C)(C)F)=O)O2)C=C1 ((S)-2-(4-Cyclohexyl-phenoxymethyl)-5-(1-fluoro-1-methyl-ethyl)-2,3-dihydro-oxazolo-[3,2-a]pyrimidin-7-one). RXN SMILES: [CH:1]1([C:7]2[CH:20]=[CH:19][C:10]([O:11][CH2:12][C@H:13]3[O:17][C:16]([NH2:18])=[N:15][CH2:14]3)=[CH:9][CH:8]=2)[CH2:6][CH2:5][CH2:4][CH2:3][CH2:2]1.C([O:23][C:24](=O)[C:25]#[C:26][C:27]([F:30])([CH3:29])[CH3:28])C>C(Cl)(Cl)Cl>[CH:1]1([C:7]2[CH:20]=[CH:19][C:10]([O:11][CH2:12][C@H:13]3[O:17][C:16]4=[N:18][C:24](=[O:23])[CH:25]=[C:26]([C:27]([F:30])([CH3:29])[CH3:28])[N:15]4[CH2:14]3)=[CH:9][CH:8]=2)[CH2:2][CH2:3][CH2:4][CH2:5][CH2:6]1. Procedure details: The title compound was prepared from (S)-5-(4-cyclohexyl-phenoxymethyl)-4,5-dihydro-oxazol-2-ylamine and 4-fluoro-4-methyl-pent-2-ynoic acid ethyl ester employing the procedure described in Example 105. [α]D25 −21.61 (c 0.56, CHCl3). Starting materials: C(C)(C)(C)OC(=O)N[C@H](C(=O)NCCC(=O)O[C@H](COC(CCNC([C@@H](NC(OC(C)(C)C)=O)CC(C)C)=O)=O)COC1=CC=C(C=C1)C1=C(C(=NC(=C1C#N)SCC=1N=C(OC1)C1=CC=C(C=C1)Cl)N)C#N)CC(C)C ((6S,14S)-15-{4-[2-Amino-6-({[2-(4-chlorophenyl)-1,3-oxazol-4-yl]methyl}sulfanyl)-3,5-dicyanopyridin-4-yl]phenoxy}-2,2-dimethyl-6-(2-methylpropyl)-4,7,11-trioxo-3,12-dioxa-5,8-diazapentadecan-14-yl 3-({(2S)-2-[(tert-butoxycarbonyl)amino]-4-methylpentanoyl]amino)propanoate), FC(C(=O)O)(F)F (trifluoroacetic acid). The solvent is ClCCl (dichloromethane). Reaction conditions: time 8 hour. The product is FC(C(=O)O)(F)F.FC(C(=O)O)(F)F.N[C@H](C(=O)NCCC(=O)OC[C@H](COC1=CC=C(C=C1)C1=C(C(=NC(=C1C#N)SCC=1N=C(OC1)C1=CC=C(C=C1)Cl)N)C#N)OC(CCNC([C@H](CC(C)C)N)=O)=O)CC(C)C ((2S)-3-{4-[2-Amino-6-({[2-(4-chlorophenyl)-1,3-oxazol-4-yl]methyl}sulfanyl)-3,5-dicyanopyridin-4-yl]phenoxy}propane-1,2-diyl bis(3-{[(2S)-2-amino-4-methylpentanoyl]amino}propanoate)bis(trifluoroacetic acid) salt). RXN SMILES: C(OC([NH:8][C@@H:9]([CH2:74][CH:75]([CH3:77])[CH3:76])[C:10]([NH:12][CH2:13][CH2:14][C:15]([O:17][C@@H:18]([CH2:41][O:42][C:43]1[CH:48]=[CH:47][C:46]([C:49]2[C:54]([C:55]#[N:56])=[C:53]([S:57][CH2:58][C:59]3[N:60]=[C:61]([C:64]4[CH:69]=[CH:68][C:67]([Cl:70])=[CH:66][CH:65]=4)[O:62][CH:63]=3)[N:52]=[C:51]([NH2:71])[C:50]=2[C:72]#[N:73])=[CH:45][CH:44]=1)[CH2:19][O:20][C:21](=[O:40])[CH2:22][CH2:23][NH:24][C:25](=[O:39])[C@H:26]([CH2:35][CH:36]([CH3:38])[CH3:37])[NH:27]C(=O)OC(C)(C)C)=[O:16])=[O:11])=O)(C)(C)C.[F:78][C:79]([F:84])([F:83])[C:80]([OH:82])=[O:81]>ClCCl>[F:78][C:79]([F:84])([F:83])[C:80]([OH:82])=[O:81].[F:78][C:79]([F:84])([F:83])[C:80]([OH:82])=[O:81].[NH2:27][C@@H:26]([CH2:35][CH:36]([CH3:38])[CH3:37])[C:25]([NH:24][CH2:23][CH2:22][C:21]([O:20][CH2:19][C@@H:18]([O:17][C:15](=[O:16])[CH2:14][CH2:13][NH:12][C:10](=[O:11])[C@@H:9]([NH2:8])[CH2:74][CH:75]([CH3:77])[CH3:76])[CH2:41][O:42][C:43]1[CH:48]=[CH:47][C:46]([C:49]2[C:54]([C:55]#[N:56])=[C:53]([S:57][CH2:58][C:59]3[N:60]=[C:61]([C:64]4[CH:65]=[CH:66][C:67]([Cl:70])=[CH:68][CH:69]=4)[O:62][CH:63]=3)[N:52]=[C:51]([NH2:71])[C:50]=2[C:72]#[N:73])=[CH:45][CH:44]=1)=[O:40])=[O:39] |f:3.4.5|. Procedure: An amount of 85 mg (0.077 mmol) of the compound from example 33A was introduced in 0.5 ml of dichloromethane, admixed with 0.059 ml (0.771 mmol) of trifluoroacetic acid and stirred at RT overnight. The reaction mixture was then concentrated and the residue was purified by means of preparative HPLC (eluent gradient: acetonitrile/water 10:90→95:5 with addition of 0.1% TFA). This gave 47 mg (51% of theory) of the target compound.